Dataset: the Open Reaction Database (ORD), a public repository of structured organic reaction records. Task: describe an organic reaction: reactants, conditions, products, and yield The reactants are [Na+].[Na+].[Na+].C(C)(C)(C)OC(=O)N[C@@H](CC1=CC=C(C=C1)N(CCCl)CCCl)C(=O)NCCCCC(P([O-])(=O)[O-])(P(O)(=O)[O-])O (N-{N'-(tert-butoxycarbonyl)-4-[bis(2-chloroethyl)amino]-(L)-phenylalanyl}-5-amino-1-hydroxypentane-1,1-diphosphonic acid trisodium salt), Cl (hydrochloric acid). Solvent: CO (methanol). The product is Cl.ClCCN(C1=CC=C(C[C@H](N)C(=O)NCCCCC(P(O)(=O)O)(P(O)(=O)O)O)C=C1)CCCl (N-{4-[bis(2-chloroethyl)amino]-(L)-phenylalanyl}-5-amino-1-hydroxypentane-1,1-diphosphonic acid monohydrochloride). Isolated yield 174.4%. RXN SMILES: [Na+].[Na+].[Na+].C(OC([NH:11][C@H:12]([C:27]([NH:29][CH2:30][CH2:31][CH2:32][CH2:33][C:34]([OH:43])([P:39]([O-:42])(=[O:41])[OH:40])[P:35]([O-:38])(=[O:37])[O-:36])=[O:28])[CH2:13][C:14]1[CH:19]=[CH:18][C:17]([N:20]([CH2:24][CH2:25][Cl:26])[CH2:21][CH2:22][Cl:23])=[CH:16][CH:15]=1)=O)(C)(C)C.Cl>CO>[ClH:23].[Cl:23][CH2:22][CH2:21][N:20]([CH2:24][CH2:25][Cl:26])[C:17]1[CH:16]=[CH:15][C:14]([CH2:13][C@@H:12]([C:27]([NH:29][CH2:30][CH2:31][CH2:32][CH2:33][C:34]([OH:43])([P:35]([OH:38])(=[O:36])[OH:37])[P:39]([OH:42])(=[O:40])[OH:41])=[O:28])[NH2:11])=[CH:19][CH:18]=1 |f:0.1.2.3,6.7|. Reported procedure: A solution of N-{N'-(tert-butoxycarbonyl)-4-[bis(2-chloroethyl)amino]-(L)-phenylalanyl}-5-amino-1-hydroxypentane-1,1-diphosphonic acid trisodium salt (35 mg) in methanol saturated with hydrochloric acid (2 ml) is heated to 40°-50° C. for 4 hours, then the solution is concentrated to reduced volume and the precipitated sodium chloride is filtered. The filtrate is evaporated to dryness and the residue is triturated with acetone and filtered. After recrystallization from ethanol/ethyl ether, N-{4-[...